From a dataset of the Open Reaction Database (ORD), a public repository of structured organic reaction records. describe an organic reaction: reactants, conditions, products, and yield Starting materials: ClC(C(=O)Cl)(Cl)Cl (2,2,2-trichloroacetyl chloride), CC1=CNC=C1 (3-methyl-1H-pyrrole). Solvent: C(C)OCC (diethyl ether), C(C)OCC (diethyl ether), C(C)OCC (diethyl ether). Run at temperature 45 celsius, time 30 minute. Yields the product ClC(C(=O)C=1NC=C(C1)C)(Cl)Cl (2,2,2-Trichloro-1-(4-methyl-1H-pyrrol-2-yl)ethanone). The yield is 52.7%. Reaction SMILES: [Cl:1][C:2]([Cl:7])([Cl:6])[C:3](Cl)=[O:4].[CH3:8][C:9]1[CH:13]=[CH:12][NH:11][CH:10]=1>C(OCC)C>[Cl:1][C:2]([Cl:7])([Cl:6])[C:3]([C:12]1[NH:11][CH:10]=[C:9]([CH3:8])[CH:13]=1)=[O:4]. Procedure details: To a solution of 2,2,2-trichloroacetyl chloride (5.05 mL, 45.3 mmol) in dry diethyl ether (12 mL) was slowly added a solution of 3-methyl-1H-pyrrole (3.15 g, 39.37 mmol) in 30 mL of dry diethyl ether during 1 h 15 min. Once the addition was finished, the reaction mixture was stirred at 45° C. during 1 hour 30 minutes more. Next, more diethyl ether was added and the organic phase was washed with an aqueous solution of potassium carbonate to neutralize de media, water and brine. The organic phase ... The reactants are N1(CC=CC1)C(=O)OCC1=CC=CC=C1 (benzyl 2,5-dihydro-1H-pyrrole-1-carboxylate), BrC=1C=C(C(=O)OC)C=CC1 (methyl 3-bromo-benzoate), C(C)(=O)[O-].[K+] (potassium acetate), CN(C=O)C (N,N-dimethylformamide), CCOC(=O)C (AcOEt). The reagents and catalysts are CCCC[N+](CCCC)(CCCC)CCCC.[Br-] (tetra-N-butylammonium bromide), C(C)(=O)[O-].C(C)(=O)[O-].[Pd+2] (palladium(II) diacetate). Run in O (water). Product: O(C1=CC=CC=C1)CC(=O)N1CC(C=C1)C=1C=C(C(=O)OC)C=CC1 (methyl 3-[1-(phenoxyacetyl)-2,3-dihydro-1H-pyrrol-3-yl]benzoate). RXN SMILES: N1(C(OC[C:10]2[CH:15]=[CH:14][CH:13]=[CH:12][CH:11]=2)=O)CC=CC1.Br[C:17]1[CH:18]=[C:19]([CH:24]=[CH:25][CH:26]=1)[C:20]([O:22][CH3:23])=[O:21].[C:27]([O-:30])(=O)C.[K+].[CH3:32][N:33]([CH3:36])[CH:34]=[O:35].[CH3:37][CH2:38]OC(C)=O>CCCC[N+](CCCC)(CCCC)CCCC.[Br-].O.C([O-])(=O)C.C([O-])(=O)C.[Pd+2]>[O:30]([CH2:27][C:34]([N:33]1[CH:36]=[CH:38][CH:37]([C:17]2[CH:18]=[C:19]([CH:24]=[CH:25][CH:26]=2)[C:20]([O:22][CH3:23])=[O:21])[CH2:32]1)=[O:35])[C:10]1[CH:11]=[CH:12][CH:13]=[CH:14][CH:15]=1 |f:2.3,6.7,9.10.11|. Procedure: A solution of benzyl 2,5-dihydro-1H-pyrrole-1-carboxylate (0.626 mL, 0.00349 mol), methyl 3-bromo-benzoate (300 mg, 0.001 mol), palladium(II) diacetate (14 mg, 0.000063 mol), potassium acetate (356 mg, 0.00363 mol), and tetra-N-butylammonium bromide (4.50×10−2 mg, 0.00140 mol) in N,N-dimethylformamide (5 mL, 0.06 mol) was stirred under nitrogen at 40° C. for 4 days. The reaction mixture was diluted with AcOEt and water. The organic layer was separated and the aqueous layer was extracted with AcO...